This data is from the Open Reaction Database (ORD), a public repository of structured organic reaction records. The task is: describe an organic reaction: reactants, conditions, products, and yield Reactants: BrC=1C=CC(=C(C(=O)OCC)C1)C (Ethyl 5-bromo-2-methylbenzoate), [Na+].[I-] (NaI), N,N′-dimethylethyldiamine. Reagents/catalysts: [Cu]I (CuI). The solvent is O1CCOCC1 (1,4-dioxane). Conditions: temperature 110 celsius, time 15 hour. The product is IC=1C=CC(=C(C(=O)OCC)C1)C (Ethyl 5-iodo-2-methylbenzoate). The yield is 88.4%. As a reaction SMILES: Br[C:2]1[CH:3]=[CH:4][C:5]([CH3:13])=[C:6]([CH:12]=1)[C:7]([O:9][CH2:10][CH3:11])=[O:8].[Na+].[I-:15]>O1CCOCC1.[Cu]I>[I:15][C:2]1[CH:3]=[CH:4][C:5]([CH3:13])=[C:6]([CH:12]=1)[C:7]([O:9][CH2:10][CH3:11])=[O:8] |f:1.2|. Procedure details: To a solution of bromide 3 (39.0 g, 161 mmol) in 1,4-dioxane (150 mL) were added NaI (48.2 g, 321 mmol), CuI (1.6 g, 8.03 mmol) and N,N′-dimethylethyldiamine (1.8 mL, 16.1 mmol). The mixture was evacuated and backfilled with N2. The mixture was stirred at 110° C. for 15 h. The mixture was cooled to room temperature and filtered off through celite. The filtrated was evaporated under vacuum to remove solvent. The residue was diluted with EtOAc and washed with aq. 50% NH4Cl solution. The organic la... The reactants are CC1(C)C2CCC1(CS(=O)(=O)O)C(=O)C2, CC(C)O, CCN(C1CCCCC1Nc1nc(Cl)ncc1Cl)S(C)(=O)=O, CC1(C)CCC(=O)Nc2ccc(N)cc21. Product: CCN(C1CCCCC1Nc1nc(Nc2ccc3c(c2)C(C)(C)CCC(=O)N3)ncc1Cl)S(C)(=O)=O. RXN SMILES: [C:23]12([CH2:24][S:25]([OH:26])(=[O:27])=[O:28])[C:29]([CH3:30])([CH3:31])[CH:32]([CH2:33][CH2:34]1)[CH2:35][C:36]2=[O:37].[CH:53]([OH:54])([CH3:55])[CH3:56].[Cl:1][c:2]1[n:3][cH:4][c:5]([Cl:22])[c:6]([NH:8][CH:9]2[CH:10]([N:15]([S:16](=[O:17])(=[O:18])[CH3:19])[CH2:20][CH3:21])[CH2:11][CH2:12][CH2:13][CH2:14]2)[n:7]1.[NH2:38][c:39]1[cH:40][c:41]2[c:42]([cH:51][cH:52]1)[NH:43][C:44](=[O:50])[CH2:45][CH2:46][C:47]2([CH3:48])[CH3:49]>>[c:2]1([NH:38][c:39]2[cH:40][c:41]3[c:42]([cH:51][cH:52]2)[NH:43][C:44](=[O:50])[CH2:45][CH2:46][C:47]3([CH3:48])[CH3:49])[n:3][cH:4][c:5]([Cl:22])[c:6]([NH:8][CH:9]2[CH:10]([N:15]([S:16](=[O:17])(=[O:18])[CH3:19])[CH2:20][CH3:21])[CH2:11][CH2:12][CH2:13][CH2:14]2)[n:7]1. Reactants: CCOCC, Nc1ccc(CON=C(c2ccc(Cl)cc2)C2CC2)cc1, O=C=NC(=O)c1c(F)cccc1F. Yields the product O=C(NC(=O)c1c(F)cccc1F)Nc1ccc(CON=C(c2ccc(Cl)cc2)C2CC2)cc1. As a reaction SMILES: [CH3:35][CH2:36][O:37][CH2:38][CH3:39].[CH:14]1([C:17]([c:18]2[cH:19][cH:20][c:21]([Cl:24])[cH:22][cH:23]2)=[N:25][O:26][CH2:27][c:28]2[cH:29][cH:30][c:31]([NH2:32])[cH:33][cH:34]2)[CH2:15][CH2:16]1.[F:1][c:2]1[c:3]([C:4](=[O:5])[N:6]=[C:7]=[O:8])[c:9]([F:13])[cH:10][cH:11][cH:12]1>>[F:1][c:2]1[c:3]([C:4](=[O:5])[NH:6][C:7](=[O:8])[NH:32][c:31]2[cH:30][cH:29][c:28]([CH2:27][O:26][N:25]=[C:17]([CH:14]3[CH2:15][CH2:16]3)[c:18]3[cH:19][cH:20][c:21]([Cl:24])[cH:22][cH:23]3)[cH:34][cH:33]2)[c:9]([F:13])[cH:10][cH:11][cH:12]1. The reactants are CNC(=C[N+](=O)[O-])SC (2-methylamino-2-methylthio-1-nitroethylene), NCCSCC=1N=C(SC1)CO (4-[[(2-aminoethyl)thio]-methyl]-2-hydroxymethylthiazole). The solvent is CN(C)C=O (DMF). Conditions: time 4 day. Yields the product OCC=1SC=C(N1)CSCCNC(=C[N+](=O)[O-])NC (N-[2-[[[2-(hydroxymethyl)-4-thiazolyl]methyl]thio]ethyl]-N'-methyl-2-nitro-1,1-ethenediamine). Isolated yield 54.3%. As a reaction SMILES: [CH3:1][NH:2][C:3](SC)=[CH:4][N+:5]([O-:7])=[O:6].[NH2:10][CH2:11][CH2:12][S:13][CH2:14][C:15]1[N:16]=[C:17]([CH2:20][OH:21])[S:18][CH:19]=1>CN(C=O)C>[OH:21][CH2:20][C:17]1[S:18][CH:19]=[C:15]([CH2:14][S:13][CH2:12][CH2:11][NH:10][C:3]([NH:2][CH3:1])=[CH:4][N+:5]([O-:7])=[O:6])[N:16]=1. Reported procedure: 14.11 g of 2-methylamino-2-methylthio-1-nitroethylene was added to a solution of 15.81 g of 4-[[(2-aminoethyl)thio]-methyl]-2-hydroxymethylthiazole in 190 ml of DMF. The solution was stirred at room temperature for 4 days. The reaction mixture was concentrated under reduced pressure to give a residue which was chromatographed on silica gel eluting with 5-10% methanol in acetonitrile to give 12.8 g (61%) of N-[2-[[[2-(hydroxymethyl)-4-thiazolyl]methyl]thio]ethyl]-N'-methyl-2-nitro-1,1-ethenediami... Reactants: CC(C)(C)OC(=O)N1CCN(c2cccc3c(S(=O)(=O)c4ccccc4)c[nH]c23)CC1, CI, [H-], [Na+], CN(C)C=O, O. Product: Cn1cc(S(=O)(=O)c2ccccc2)c2cccc(N3CCN(C(=O)OC(C)(C)C)CC3)c21. Reaction SMILES: [C:3]([CH3:4])([CH3:5])([CH3:6])[O:7][C:8](=[O:9])[N:10]1[CH2:11][CH2:12][N:13]([c:16]2[cH:17][cH:18][cH:19][c:20]3[c:21]([S:25](=[O:26])(=[O:27])[c:28]4[cH:29][cH:30][cH:31][cH:32][cH:33]4)[cH:22][nH:23][c:24]23)[CH2:14][CH2:15]1.[CH3:34][I:35].[H-:1].[Na+:2].[O:37]=[CH:38][N:39]([CH3:40])[CH3:41].[OH2:36]>>[C:3]([CH3:4])([CH3:5])([CH3:6])[O:7][C:8](=[O:9])[N:10]1[CH2:11][CH2:12][N:13]([c:16]2[cH:17][cH:18][cH:19][c:20]3[c:21]([S:25](=[O:26])(=[O:27])[c:28]4[cH:29][cH:30][cH:31][cH:32][cH:33]4)[cH:22][n:23]([CH3:34])[c:24]23)[CH2:14][CH2:15]1. Reactants: C1=C(C=CC=2OC3=C(C21)C=CC=C3)C(C[C@@H](C(=O)O)NC(C(F)(F)F)=O)=O ((S)-4-dibenzofuran-2-yl-4-oxo-2-(2,2,2-trifluoroacetylamino)-butyric acid), C(=O)(N1C=NC=C1)N1C=NC=C1 (carbonyldimidazole), N12CCCCCC2=NCCC1 (1,8-diazabicyclo-[5.4.0]undec-7-ene), C(C)(C)(C)O (t-butanol). Solvent: CCOCC (ether), CN(C)C=O (DMF). Reaction conditions: temperature 24 celsius, time 1 hour. Yields the product C(C)(C)(C)OC([C@H](CC(=O)C1=CC2=C(OC3=C2C=CC=C3)C=C1)NC(C(F)(F)F)=O)=O ((S)-4-Dibenzofuran-2-yl-4-oxo-2-(2,2,2-trifluoro-acetylamino)-butyric acid tert-butyl ester). Reaction SMILES: [CH:1]1[C:9]2[C:8]3[CH:10]=[CH:11][CH:12]=[CH:13][C:7]=3[O:6][C:5]=2[CH:4]=[CH:3][C:2]=1[C:14](=[O:27])[CH2:15][C@H:16]([NH:20][C:21](=[O:26])[C:22]([F:25])([F:24])[F:23])[C:17]([OH:19])=[O:18].C(N1C=CN=C1)(N1C=CN=C1)=O.N12CCCN=C1CCCCC2.[C:51](O)([CH3:54])([CH3:53])[CH3:52]>CCOCC.CN(C=O)C>[C:51]([O:18][C:17](=[O:19])[C@@H:16]([NH:20][C:21](=[O:26])[C:22]([F:25])([F:24])[F:23])[CH2:15][C:14]([C:2]1[CH:3]=[CH:4][C:5]2[O:6][C:7]3[CH:13]=[CH:12][CH:11]=[CH:10][C:8]=3[C:9]=2[CH:1]=1)=[O:27])([CH3:54])([CH3:53])[CH3:52]. Procedure details: To a DMF solution (10 mL) of (S)-4-dibenzofuran-2-yl-4-oxo-2-(2,2,2-trifluoroacetylamino)-butyric acid (0.3 g, 0.00079 mol) at 40° C. was added carbonyldimidazole (0.13 g, 0.00079 mol). This mixture was stirred for 1 hour and then 1,8-diazabicyclo-[5.4.0]undec-7-ene (DBU, 0.12 mL, 0.00079 mol) and t-butanol (0.15 mL, 0.00158 mol) were added. The reaction mixture was stirred for 24 hours at 40° C., cooled to 24° C., and then diluted with ether (20 mL). The solution was washed with water (2×10 mL)... Starting materials: Cc1c(Nc2ccc(I)cc2F)c(N)c2n(c1=O)CCN2C(=O)OC(C)(C)C, C=CCC1(S(=O)(=O)Cl)CC1, c1ccncc1. As a reaction SMILES: [C:11]([CH3:12])([CH3:13])([CH3:14])[O:15][C:16](=[O:17])[N:18]1[CH2:19][CH2:20][n:21]2[c:22]1[c:23]([NH2:38])[c:24]([NH:29][c:30]1[c:31]([F:37])[cH:32][c:33]([I:36])[cH:34][cH:35]1)[c:25]([CH3:28])[c:26]2=[O:27].[CH2:1]([CH:2]=[CH2:3])[C:4]1([S:7](=[O:8])(=[O:9])[Cl:10])[CH2:5][CH2:6]1.[cH:39]1[cH:40][cH:41][n:42][cH:43][cH:44]1>>[CH2:1]([CH:2]=[CH2:3])[C:4]1([S:7](=[O:8])(=[O:9])[NH:38][c:23]2[c:22]3[n:21]([c:26](=[O:27])[c:25]([CH3:28])[c:24]2[NH:29][c:30]2[c:31]([F:37])[cH:32][c:33]([I:36])[cH:34][cH:35]2)[CH2:20][CH2:19][N:18]3[C:16]([O:15][C:11]([CH3:12])([CH3:13])[CH3:14])=[O:17])[CH2:5][CH2:6]1. The product is C=CCC1(S(=O)(=O)Nc2c(Nc3ccc(I)cc3F)c(C)c(=O)n3c2N(C(=O)OC(C)(C)C)CC3)CC1. The reactants are ClC=1C=CC=C2C=C(C(=NC12)C=1C=NC=CC1)CO ([8-chloro-2-(pyridin-3-yl)quinolin-3-yl]methanol). Reagents/catalysts: O=[Mn]=O (MnO2). The solvent is ClC1=CC=CC=C1 (chlorobenzene). Run at temperature 70 celsius. Yields the product ClC=1C=CC=C2C=C(C(=NC12)C=1C=NC=CC1)C=O (8-Chloro-2-(pyridin-3-yl)quinoline-3-carbaldehyde). Yield: 86.3%. As a reaction SMILES: [Cl:1][C:2]1[CH:3]=[CH:4][CH:5]=[C:6]2[C:11]=1[N:10]=[C:9]([C:12]1[CH:13]=[N:14][CH:15]=[CH:16][CH:17]=1)[C:8]([CH2:18][OH:19])=[CH:7]2>ClC1C=CC=CC=1.O=[Mn]=O>[Cl:1][C:2]1[CH:3]=[CH:4][CH:5]=[C:6]2[C:11]=1[N:10]=[C:9]([C:12]1[CH:13]=[N:14][CH:15]=[CH:16][CH:17]=1)[C:8]([CH:18]=[O:19])=[CH:7]2. Reported procedure: A mixture of [8-chloro-2-(pyridin-3-yl)quinolin-3-yl]methanol (0.6 g, 2.2 mmol) and MnO2 (1.0 g) in chlorobenzene (30 mL) was heated at 70° C. overnight, filtered through a celite plug, concentrated in vacuo and washed with DCM to give the title compound (510 mg, 86%) as a white solid.